Dataset: the Open Reaction Database (ORD), a public repository of structured organic reaction records. Task: describe an organic reaction: reactants, conditions, products, and yield Reactants: COC(=O)C1Cc2cc(C(=O)c3cccs3)c(Cl)c(Cl)c2O1, COCCO[AlH2-]OCCOC, [Na+], C1CCOC1. Yields the product O=CC1Cc2cc(C(=O)c3cccs3)c(Cl)c(Cl)c2O1. As a reaction SMILES: [CH3:1][O:2][C:3](=[O:4])[CH:5]1[O:6][c:7]2[c:8]([cH:10][c:11]([C:16]([c:17]3[cH:18][cH:19][cH:20][s:21]3)=[O:22])[c:12]([Cl:15])[c:13]2[Cl:14])[CH2:9]1.[CH3:24][O:25][CH2:26][CH2:27][O:28][AlH2-:29][O:30][CH2:31][CH2:32][O:33][CH3:34].[Na+:23].[O:35]1[CH2:36][CH2:37][CH2:38][CH2:39]1>>[O:2]=[CH:3][CH:5]1[O:6][c:7]2[c:8]([cH:10][c:11]([C:16]([c:17]3[cH:18][cH:19][cH:20][s:21]3)=[O:22])[c:12]([Cl:15])[c:13]2[Cl:14])[CH2:9]1.